This data is from the Open Reaction Database (ORD), a public repository of structured organic reaction records. The task is: describe an organic reaction: reactants, conditions, products, and yield Reported procedure: 6-Bromo-3-nitroquinolin-4-ol (Compound of step 2, 20 g, 74.3 mmol) and POCl3 (150 mL, 1613 mmol) were stirred for 45 minutes at 120° C. The mixture was cooled to RT and poured slowly into ice-water. The precipitate was filtered, washed with ice-cold water, and dissolved in CH2Cl2. The organic layer was washed with cold brine, and was dried over Na2SO4. The solvent was evaporated to dryness to obtain the title compound. Reactants: BrC=1C=C2C(=C(C=NC2=CC1)[N+](=O)[O-])O (6-Bromo-3-nitroquinolin-4-ol), BrC=1C=C2C(=C(C=NC2=CC1)[N+](=O)[O-])O (6-Bromo-3-nitroquinolin-4-ol), O=P(Cl)(Cl)Cl (POCl3), ice water. The product is BrC=1C=C2C(=C(C=NC2=CC1)[N+](=O)[O-])Cl (6-Bromo-4-chloro-3-nitroquinoline). RXN SMILES: [Br:1][C:2]1[CH:3]=[C:4]2[C:9](=[CH:10][CH:11]=1)[N:8]=[CH:7][C:6]([N+:12]([O-:14])=[O:13])=[C:5]2O.O=P(Cl)(Cl)[Cl:18]>>[Br:1][C:2]1[CH:3]=[C:4]2[C:9](=[CH:10][CH:11]=1)[N:8]=[CH:7][C:6]([N+:12]([O-:14])=[O:13])=[C:5]2[Cl:18]. Starting materials: Cc1ccccc1, Cc1cc(N)no1, O=C(O)C1=C(O)c2ccccc2N(c2ccccc2)C1. Product: Cc1cc(NC(=O)C2=C(O)c3ccccc3N(c3ccccc3)C2)no1. Reaction SMILES: [CH3:28][c:29]1[cH:30][cH:31][cH:32][cH:33][cH:34]1.[NH2:1][c:2]1[n:3][o:4][c:5]([CH3:7])[cH:6]1.[OH:8][C:9]1=[C:10]([C:25](=[O:26])[OH:27])[CH2:11][N:12]([c:19]2[cH:20][cH:21][cH:22][cH:23][cH:24]2)[c:13]2[cH:14][cH:15][cH:16][cH:17][c:18]21>>[NH:1]([c:2]1[n:3][o:4][c:5]([CH3:7])[cH:6]1)[C:25]([C:10]1=[C:9]([OH:8])[c:18]2[c:13]([cH:14][cH:15][cH:16][cH:17]2)[N:12]([c:19]2[cH:20][cH:21][cH:22][cH:23][cH:24]2)[CH2:11]1)=[O:26]. Reactants: COC(=O)CC(NC(=O)OC(C)(C)C)C(=O)N1CCCC1, C1CCOC1, C[Si](C)(C)[N-][Si](C)(C)C, CI, [Li+]. Product: COC(=O)C(C)C(NC(=O)OC(C)(C)C)C(=O)N1CCCC1. RXN SMILES: [C:1]([CH3:2])([CH3:3])([CH3:4])[O:5][C:6](=[O:7])[NH:8][CH:9]([CH2:10][C:11](=[O:12])[O:13][CH3:14])[C:15]([N:16]1[CH2:17][CH2:18][CH2:19][CH2:20]1)=[O:21].[CH2:34]1[O:35][CH2:36][CH2:37][CH2:38]1.[CH3:22][Si:23]([CH3:24])([CH3:25])[N-:26][Si:27]([CH3:28])([CH3:29])[CH3:30].[I:32][CH3:33].[Li+:31]>>[C:1]([CH3:2])([CH3:3])([CH3:4])[O:5][C:6](=[O:7])[NH:8][CH:9]([CH:10]([C:11](=[O:12])[O:13][CH3:14])[CH3:22])[C:15]([N:16]1[CH2:17][CH2:18][CH2:19][CH2:20]1)=[O:21]. Starting materials: NC=1C=NC=CC1[C@H]1C[C@H](C[C@H](C1)C)NC(OC(C)(C)C)=O (tert-butyl (1S,3R,5S)-3-(3-aminopyridin-4-yl)-5-methylcyclohexylcarbamate), BrC1=C(C=CC(=N1)C(=O)O)F (6-bromo-5-fluoropicolinic acid). The solvent is CCOC(=O)C (EtOAc). The product is BrC1=C(C=CC(=N1)C(=O)NC=1C=NC=CC1[C@H]1C[C@H](C[C@H](C1)C)NC(OC(C)(C)C)=O)F (tert-butyl (1S,3R,5S)-3-(3-(6-bromo-5-fluoropicolinamido)pyridin-4-yl)-5-methylcyclohexylcarbamate). As a reaction SMILES: [NH2:1][C:2]1[CH:3]=[N:4][CH:5]=[CH:6][C:7]=1[C@@H:8]1[CH2:13][C@H:12]([CH3:14])[CH2:11][C@H:10]([NH:15][C:16](=[O:22])[O:17][C:18]([CH3:21])([CH3:20])[CH3:19])[CH2:9]1.[Br:23][C:24]1[N:29]=[C:28]([C:30](O)=[O:31])[CH:27]=[CH:26][C:25]=1[F:33]>CCOC(C)=O>[Br:23][C:24]1[N:29]=[C:28]([C:30]([NH:1][C:2]2[CH:3]=[N:4][CH:5]=[CH:6][C:7]=2[C@@H:8]2[CH2:13][C@H:12]([CH3:14])[CH2:11][C@H:10]([NH:15][C:16](=[O:22])[O:17][C:18]([CH3:21])([CH3:20])[CH3:19])[CH2:9]2)=[O:31])[CH:27]=[CH:26][C:25]=1[F:33]. Procedure: Following Method 9, tert-butyl (1S,3R,5S)-3-(3-aminopyridin-4-yl)-5-methylcyclohexylcarbamate and 6-bromo-5-fluoropicolinic acid were coupled and following addition of EtOAc and washing with H2O, NaCl(sat.) and drying over MgSO4, tert-butyl (1S,3R,5S)-3-(3-(6-bromo-5-fluoropicolinamido)pyridin-4-yl)-5-methylcyclohexylcarbamate was obtained. LCMS (m/z): 507.1/509.1 (MH+), Rt=0.90 min. The reactants are Cl (hydrochloric acid), N1=CNC(C=C1)=O (pyrimidin-4(3H)-one), [OH-].[Na+] (sodium hydroxide), ClCC(=O)O (chloroacetic acid). Run at temperature 105 celsius. Yields the product O=C1C=CN=CN1CC(=O)O ([6-oxopyrimidin-1(6H)-yl]acetic acid). Reaction SMILES: [N:1]1[CH:6]=[CH:5][C:4](=[O:7])[NH:3][CH:2]=1.[OH-].[Na+].Cl[CH2:11][C:12]([OH:14])=[O:13].Cl>>[O:7]=[C:4]1[N:3]([CH2:11][C:12]([OH:14])=[O:13])[CH:2]=[N:1][CH:6]=[CH:5]1 |f:1.2|. Procedure: To pyrimidin-4(3H)-one (0.608 g, 6.33 mmol) was added 5 N sodium hydroxide solution (2.5 mL) followed by chloroacetic acid (0.598 g, 6.33 mmol). The reaction mixture was heated at 105° C. for 2 h. After cooled down to ambient temperature, it was neutralized with 2 N hydrochloric acid (3.2 mL) and then directly purified by reverse phase HPLC (TMC Pro-Pac C18; 0-40% 0.1% trifluoroacetic acid in acetonitrile/0.1% trifluoroacetic acid in water gradient). Removal of the volatiles in vacuo afforded th... Solvent: C(C)#N (acetonitrile). Run at time 1 hour. Reported procedure: Heptanoyl chloride (1 mL, 6.5 mmol) was added dropwise to a solution of N4-{2-[2-(methylsulfonyl)ethoxy]ethyl}quinoline-3,4-diamine (prepared as described in Parts A-E of Example 1, approximately 1.8 g, approximately 5.9 mmol) in acetonitrile (30 mL). The reaction mixture was allowed to stir for 1 hour at room temperature, then was concentrated under reduced pressure to yield N-[4-({2-[2-(methylsulfonyl)ethoxy]ethyl}amino)quinoline-3-yl]heptanamide hydrochloride as an orange foam that was used w... As a reaction SMILES: [C:1]([Cl:9])(=[O:8])[CH2:2][CH2:3][CH2:4][CH2:5][CH2:6][CH3:7].[CH3:10][S:11]([CH2:14][CH2:15][O:16][CH2:17][CH2:18][NH:19][C:20]1[C:29]2[C:24](=[CH:25][CH:26]=[CH:27][CH:28]=2)[N:23]=[CH:22][C:21]=1[NH2:30])(=[O:13])=[O:12]>C(#N)C>[ClH:9].[CH3:10][S:11]([CH2:14][CH2:15][O:16][CH2:17][CH2:18][NH:19][C:20]1[C:29]2[C:24](=[CH:25][CH:26]=[CH:27][CH:28]=2)[N:23]=[CH:22][C:21]=1[NH:30][C:1](=[O:8])[CH2:2][CH2:3][CH2:4][CH2:5][CH2:6][CH3:7])(=[O:13])=[O:12] |f:3.4|. The product is Cl.CS(=O)(=O)CCOCCNC1=C(C=NC2=CC=CC=C12)NC(CCCCCC)=O (N-[4-({2-[2-(methylsulfonyl)ethoxy]ethyl}amino)quinoline-3-yl]heptanamide hydrochloride). Starting materials: C(CCCCCC)(=O)Cl (Heptanoyl chloride), CS(=O)(=O)CCOCCNC1=C(C=NC2=CC=CC=C12)N (N4-{2-[2-(methylsulfonyl)ethoxy]ethyl}quinoline-3,4-diamine). Starting materials: C1(=C(C(=CC(=C1)C)C)[Mg]Br)C (mesitylmagnesium bromide), ClC1=CC=CC=C1 (chlorobenzene), C(=O)([O-])C(O)C(O)C(=O)[O-].[K+].[Na+] (sodium potassium tartrate). The solvent is C1CCOC1 (THF), C1CCOC1 (THF). Run at time 10 hour. Product: CCCCCCCCCCC (undecane). The yield is 20.0%. As a reaction SMILES: [C:1]1([CH3:11])[CH:6]=[C:5](C)[CH:4]=[C:3]([CH3:8])C=1[Mg]Br.Cl[C:13]1[CH:18]=CC=[CH:15][CH:14]=1.C(C(C(C([O-])=O)O)O)([O-])=O.[K+].[Na+]>C1COCC1>[CH3:18][CH2:13][CH2:14][CH2:15][CH2:11][CH2:1][CH2:6][CH2:5][CH2:4][CH2:3][CH3:8] |f:2.3.4|. Reported procedure: THF (0.10 mL) was added to rinse the internal wall of the reaction vessel. After 10 hours, a THF solution of mesitylmagnesium bromide (1.02 mL, 1.18 M, 1.2 mmol) was added to the mixture at 0° C., and the solvent was removed under reduced pressure. The obtained viscous liquid was dissolved in toluene (1.0 ml), and chlorobenzene (112.6 mg, 1.0 mmol) was added at 0° C. The reaction was performed at 120° C. for 24 hours. After cooled to the ambient temperature, 2.0 mL of saturated sodium potassium ... Reactants: CCc1nn(COCC[Si](C)(C)C)c2cc(C(=O)N(C)OC)ccc12, C[Mg]Cl, C1CCOC1. The product is CCc1nn(COCC[Si](C)(C)C)c2cc(C(C)=O)ccc12. As a reaction SMILES: [CH2:4]([CH3:5])[c:6]1[n:7][n:8]([CH2:21][O:22][CH2:23][CH2:24][Si:25]([CH3:26])([CH3:27])[CH3:28])[c:9]2[cH:10][c:11]([C:15](=[O:16])[N:17]([O:18][CH3:19])[CH3:20])[cH:12][cH:13][c:14]12.[CH3:1][Mg:2][Cl:3].[O:29]1[CH2:30][CH2:31][CH2:32][CH2:33]1>>[CH3:1][C:15]([c:11]1[cH:10][c:9]2[n:8]([CH2:21][O:22][CH2:23][CH2:24][Si:25]([CH3:26])([CH3:27])[CH3:28])[n:7][c:6]([CH2:4][CH3:5])[c:14]2[cH:13][cH:12]1)=[O:16]. Starting materials: NCCOC1=CC=C(C=C1)O (4-(2-Aminoethyloxy)-phenol), Cl (HCl), [H][H] (hydrogen). Reagents/catalysts: [Pd] (Pd/C). Run in CCO (EtOH). Run at time 16 hour. The product is Cl.NCCOC1=CC=C(C=C1)O (4-(2-aminoethoxy)-phenol hydrochloride salt). The yield is 85.0%. Reaction SMILES: [NH2:1][CH2:2][CH2:3][O:4][C:5]1[CH:10]=[CH:9][C:8]([OH:11])=[CH:7][CH:6]=1.[ClH:12].[H][H]>CCO.[Pd]>[ClH:12].[NH2:1][CH2:2][CH2:3][O:4][C:5]1[CH:10]=[CH:9][C:8]([OH:11])=[CH:7][CH:6]=1 |f:5.6|. Procedure details: 4-(2-Aminoethyloxy)-phenol. In a Parr bottle the product from Preparation 8, Step 1. (10.7 g, 44.7 mmol) was dissolved in absolute EtOH (100 mL). The solution was treated with 37% HCl (9 g) and 10% Pd/C (1.8 g). The reaction mixture was de-aerated, then charged with hydrogen (initial pressure: 50 pso H2) and shaken for 16 h. The mixture was filtered and the filtrate was concentrated in vacuo to afford 4-(2-aminoethoxy)-phenol hydrochloride salt (7.22 g, 85%) as a beige solid. This material was u... The reactants are CC(C)(OC1=NC=C(C(=N1)OC(C)(C)C)C1(C2=C(CCC=3N=C(SC31)C)C=C(C=C2)C)O)C ((±)-10-(2,4-Bis(1,1-dimethylethoxy)pyrimidin-5-yl)-4,5-dihydro-2,7-dimethyl-10H-benzo[4,5]cyclohepta[1,2-d]thiazol-10-ol). Run in C(C)(=O)O (acetic acid). The product is OC1(C2=C(CCC=3N=C(SC31)C)C=C(C=C2)C)C=2C(NC(NC2)=O)=O ((±)-5-(4,5-Dihydro-10-hydroxy-2,7-dimethyl-10H-benzo[4,5]cyclohepta[1,2-d]thiazol-10-yl)-2,4(1H,3H)-pyrimidinedione). As a reaction SMILES: CC(C)([O:4][C:5]1[N:10]=[C:9]([O:11]C(C)(C)C)[C:8]([C:16]2([OH:32])[C:25]3[S:24][C:23]([CH3:26])=[N:22][C:21]=3[CH2:20][CH2:19][C:18]3[CH:27]=[C:28]([CH3:31])[CH:29]=[CH:30][C:17]2=3)=[CH:7][N:6]=1)C>C(O)(=O)C>[OH:32][C:16]1([C:8]2[C:9](=[O:11])[NH:10][C:5](=[O:4])[NH:6][CH:7]=2)[C:25]2[S:24][C:23]([CH3:26])=[N:22][C:21]=2[CH2:20][CH2:19][C:18]2[CH:27]=[C:28]([CH3:31])[CH:29]=[CH:30][C:17]1=2. Procedure details: A solution of the product from step (iv) in acetic acid was stirred overnight. The solvent was removed under reduced pressure and the residue purified by chromatography eluting with 5-6% methanol in dichloromethane.